Dataset: the Open Reaction Database (ORD), a public repository of structured organic reaction records. Task: describe an organic reaction: reactants, conditions, products, and yield Reactants: N(=O)[O-].[Na+] (NaNO2), O.O.Cl[Sn]Cl (SnCl2.2H2O), ClC1=CC=C(C(=O)C2=CC=C(CC3=C(C=C(N)C=C3Cl)Cl)C=C2)C=C1 (4-[4-(4-chlorobenzoyl)benzyl]-3,5-dichloroaniline), C(C1=CC=CC=C1)=O (benzaldehyde). The solvent is O (water), Cl (hydrochloric acid), C(C)(=O)O (acetic acid), Cl (hydrochloric acid). Run at time 10 minute. Product: C(C1=CC=CC=C1)=NNC1=CC(=C(C(=C1)Cl)CC1=CC=C(C=C1)C(C1=CC=C(C=C1)Cl)=O)Cl (1-benzylidene-2-{4-[4-(4-chlorobenzoyl)benzyl]-3,5-dichlorophenyl}hydrazine). The yield is 40.0%. RXN SMILES: [Cl:1][C:2]1[CH:25]=[CH:24][C:5]([C:6]([C:8]2[CH:23]=[CH:22][C:11]([CH2:12][C:13]3[C:19]([Cl:20])=[CH:18][C:16]([NH2:17])=[CH:15][C:14]=3[Cl:21])=[CH:10][CH:9]=2)=[O:7])=[CH:4][CH:3]=1.[N:26]([O-])=O.[Na+].[CH:30](=O)[C:31]1[CH:36]=[CH:35][CH:34]=[CH:33][CH:32]=1.O.O.Cl[Sn]Cl>C(O)(=O)C.O.Cl>[CH:30](=[N:26][NH:17][C:16]1[CH:18]=[C:19]([Cl:20])[C:13]([CH2:12][C:11]2[CH:22]=[CH:23][C:8]([C:6](=[O:7])[C:5]3[CH:4]=[CH:3][C:2]([Cl:1])=[CH:25][CH:24]=3)=[CH:9][CH:10]=2)=[C:14]([Cl:21])[CH:15]=1)[C:31]1[CH:36]=[CH:35][CH:34]=[CH:33][CH:32]=1 |f:1.2,4.5.6|. Reported procedure: In 15 ml of acetic acid was dissolved 2.10 g of 4-[4-(4-chlorobenzoyl)benzyl]-3,5-dichloroaniline, and 1.8 ml of conc. hydrochloric acid was added. A solution of 0.41 g of NaNO2 in 1 ml of water was dropwise added to the mixture with stirring at 5 to 10 uA for a period of 10 minutes. The pale brown mixture was stirred at the same temperature for 1 hour, and then 0.60 g of benzaldehyde was added. A solution of 3.36 g of SnCl2.2H2O in 3.4 ml of conc. hydrochloric acid was added for a period of 15 ... The reactants are CC(C)Cn1c(C#N)c(-c2ccccc2)c2cc(Br)ccc2c1=O, [Co], [H][H], [NH4+], C1CCOC1, [OH-]. Yields the product CC(C)Cn1c(CN)c(-c2ccccc2)c2cc(Br)ccc2c1=O. Reaction SMILES: [Br:1][c:2]1[cH:3][c:4]2[c:5](-[c:19]3[cH:20][cH:21][cH:22][cH:23][cH:24]3)[c:6]([C:17]#[N:18])[n:7]([CH2:13][CH:14]([CH3:15])[CH3:16])[c:8](=[O:12])[c:9]2[cH:10][cH:11]1.[Co:29].[H:27][H:28].[NH4+:25].[O:30]1[CH2:31][CH2:32][CH2:33][CH2:34]1.[OH-:26]>>[Br:1][c:2]1[cH:3][c:4]2[c:5](-[c:19]3[cH:20][cH:21][cH:22][cH:23][cH:24]3)[c:6]([CH2:17][NH2:18])[n:7]([CH2:13][CH:14]([CH3:15])[CH3:16])[c:8](=[O:12])[c:9]2[cH:10][cH:11]1. The reactants are C(C1=CC=CC=C1)OC(=O)N[C@@H](C(C)C)C(=O)OC=1C=C(C(=O)OCCl)C=CC1 (chloromethyl 3-(N-benzyloxycarbonyl-L-valyloxy)-benzoate), [I-].[Na+] (sodium iodide). Solvent: CC(=O)C (acetone). Run at time 8 hour. Yields the product C(C1=CC=CC=C1)OC(=O)N[C@@H](C(C)C)C(=O)OC=1C=C(C(=O)OCI)C=CC1 (Iodomethyl 3-(N-benzyloxycarbonyl-L-valyloxy)-benzoate). As a reaction SMILES: [CH2:1]([O:8][C:9]([NH:11][C@H:12]([C:16]([O:18][C:19]1[CH:20]=[C:21]([CH:27]=[CH:28][CH:29]=1)[C:22]([O:24][CH2:25]Cl)=[O:23])=[O:17])[CH:13]([CH3:15])[CH3:14])=[O:10])[C:2]1[CH:7]=[CH:6][CH:5]=[CH:4][CH:3]=1.[I-:30].[Na+]>CC(C)=O>[CH2:1]([O:8][C:9]([NH:11][C@H:12]([C:16]([O:18][C:19]1[CH:20]=[C:21]([CH:27]=[CH:28][CH:29]=1)[C:22]([O:24][CH2:25][I:30])=[O:23])=[O:17])[CH:13]([CH3:15])[CH3:14])=[O:10])[C:2]1[CH:7]=[CH:6][CH:5]=[CH:4][CH:3]=1 |f:1.2|. Procedure details: To a solution of chloromethyl 3-(N-benzyloxycarbonyl-L-valyloxy)-benzoate (2.0 g, 4.76 mmole) in dry acetone (30 ml) was added sodium iodide (3.15 g, 21 mmole) and the mixture was stirred overnight at room temperature. The mixture was evaporated under reduced pressure and extracted with ethyl actate/water. The organic phase was washed with a 5% sodium thiosulfate solution, dried with sodium sulfate and evaporated under reduced pressure. Yield: 2.3 g=94%. The reactants are NC1=C(C(=NN1)C1=CC(=CC=C1)[N+](=O)[O-])C#N (5-amino-3-(3-nitro-phenyl)-1H-pyrazole-4-carbonitrile), C(C1=CC=CC=C1)OC(N(C)C)OCC1=CC=CC=C1 (N,N-dimethylformamide dibenzylacetal). Solvent: C1(=CC=CC=C1)C (toluene). The product is [N+](=O)([O-])C=1C=C(C=CC1)C1=NNC(=C1C#N)N=CN(C)C (N'-[3-(3-nitrophenyl)-4-cyano-1H-pyrazol-5-yl]-N,N-dimethylformamidine). RXN SMILES: [NH2:1][C:2]1[NH:6][N:5]=[C:4]([C:7]2[CH:12]=[CH:11][CH:10]=[C:9]([N+:13]([O-:15])=[O:14])[CH:8]=2)[C:3]=1[C:16]#[N:17].C(O[CH:26](OCC1C=CC=CC=1)[N:27]([CH3:29])[CH3:28])C1C=CC=CC=1>C1(C)C=CC=CC=1>[N+:13]([C:9]1[CH:8]=[C:7]([C:4]2[C:3]([C:16]#[N:17])=[C:2]([N:1]=[CH:26][N:27]([CH3:29])[CH3:28])[NH:6][N:5]=2)[CH:12]=[CH:11][CH:10]=1)([O-:15])=[O:14]. Procedure: In 8 ml of toluene, 229 mg (1.00 mmol) of 5-amino-3-(3-nitro-phenyl)-1H-pyrazole-4-carbonitrile and 317 μl of N,N-dimethylformamide dibenzylacetal are boiled overnight. Cooling, filtering the suspension and washing with hexane yield N'-[3-(3-nitrophenyl)-4-cyano-1H-pyrazol-5-yl]-N,N-dimethylformamidine; m.p. 221-225° C.; TRet (Grad22-100)=8.7. The reactants are CC1=C2C=CC(NC2=C(C=N1)C)=O (5,8-dimethyl-1,6-naphthyridin-2(1H)-one), P(=O)(Br)(Br)Br (phosphoryl tribromide), C([O-])(O)=O.[Na+] (sodium bicarbonate). Run in ice water. Conditions: temperature 110 celsius. Yields the product BrC1=NC2=C(C=NC(=C2C=C1)C)C (2-Bromo-5,8-dimethyl-1,6-naphthyridine). Isolated yield 22.1%. Reaction SMILES: [CH3:1][C:2]1[N:11]=[CH:10][C:9]([CH3:12])=[C:8]2[C:3]=1[CH:4]=[CH:5][C:6](=O)[NH:7]2.P(Br)(Br)([Br:16])=O.C(=O)(O)[O-].[Na+]>>[Br:16][C:6]1[CH:5]=[CH:4][C:3]2[C:8](=[C:9]([CH3:12])[CH:10]=[N:11][C:2]=2[CH3:1])[N:7]=1 |f:2.3|. Reported procedure: A mixture of 5,8-dimethyl-1,6-naphthyridin-2(1H)-one (2.1 g, 12 mmol) and phosphoryl tribromide (5 g) was heated to 110° C. for 1 h, cooled, diluted with ice water, and neutralized with saturated sodium bicarbonate solution. The aqueous phase was extracted with DCM (100 mL×3), and the combined organic layers were dried with sodium sulfate and purified by column chromatography to give 0.63 g of the product as a pale white solid. MS (ESI): m/z 237.0 [M+H]+. Reactants: COC(C)(OC)N(C)C, NC(=S)c1ccc(N2CCN(c3cccc(C(F)(F)F)c3)CC2)nc1. Product: CC(=NC(=S)c1ccc(N2CCN(c3cccc(C(F)(F)F)c3)CC2)nc1)N(C)C. As a reaction SMILES: [CH3:26][O:27][C:28]([CH3:29])([N:30]([CH3:31])[CH3:32])[O:33][CH3:34].[F:1][C:2]([c:3]1[cH:4][c:5]([N:9]2[CH2:10][CH2:11][N:12]([c:15]3[cH:16][cH:17][c:18]([C:21]([NH2:22])=[S:23])[cH:19][n:20]3)[CH2:13][CH2:14]2)[cH:6][cH:7][cH:8]1)([F:24])[F:25]>>[F:1][C:2]([c:3]1[cH:4][c:5]([N:9]2[CH2:10][CH2:11][N:12]([c:15]3[cH:16][cH:17][c:18]([C:21]([N:22]=[C:28]([CH3:29])[N:30]([CH3:31])[CH3:32])=[S:23])[cH:19][n:20]3)[CH2:13][CH2:14]2)[cH:6][cH:7][cH:8]1)([F:24])[F:25].